This data is from the Open Reaction Database (ORD), a public repository of structured organic reaction records. The task is: describe an organic reaction: reactants, conditions, products, and yield Reactants: C1COCCO1, CCO, CC(=O)OC(C)=O, COc1cccc(CC(N)CCC(=O)OC(C)(C)C)c1, [Na+], [OH-]. Product: COc1cccc(CC(CCC(=O)OC(C)(C)C)NC(C)=O)c1. As a reaction SMILES: [CH2:26]1[O:27][CH2:28][CH2:29][O:30][CH2:31]1.[CH3:21][CH2:22][OH:23].[CH3:32][C:33]([O:34][C:35](=[O:36])[CH3:37])=[O:38].[NH2:1][CH:2]([CH2:3][CH2:4][C:5](=[O:6])[O:7][C:8]([CH3:9])([CH3:10])[CH3:11])[CH2:12][c:13]1[cH:14][c:15]([O:19][CH3:20])[cH:16][cH:17][cH:18]1.[Na+:25].[OH-:24]>>[NH:1]([CH:2]([CH2:3][CH2:4][C:5](=[O:6])[O:7][C:8]([CH3:9])([CH3:10])[CH3:11])[CH2:12][c:13]1[cH:14][c:15]([O:19][CH3:20])[cH:16][cH:17][cH:18]1)[C:22]([CH3:21])=[O:23]. Reactants: C(C)(=O)O[C@H]1[C@@H](O[C@@H]([C@H]([C@@H]1OC(C)=O)OC(C)=O)O\C(=C/C1=C(C=CC=C1)F)\C(=O)OCC)COC(C)=O ((2S,3S,4R,5S,6R)-2-(Acetoxymethyl)-6-(((Z)-3-ethoxy-1-(2-fluorophenyl)-3-oxoprop-1-en-2-yl)oxy)tetrahydro-2H-pyran-3,4,5-triyl triacetate), [Br-].C(C)(=O)O[C@H]1[C@@H](O)O[C@@H]([C@H]([C@@H]1OC(C)=O)OC(C)=O)COC(C)=O (2,3,4,6-tetra-O-acetyl-α-D-glucose bromide), FC=1C=C(C=CC1)CC(C(=O)OCC)=O (Ethyl (3-fluorophenyl)pyruvate), [H-].[Na+] (sodium hydride). The product is C(C)(=O)O[C@H]1[C@@H](O[C@@H]([C@H]([C@@H]1OC(C)=O)OC(C)=O)O\C(=C/C1=CC(=CC=C1)F)\C(=O)OCC)COC(C)=O ((2S,3S,4R,5S,6R)-2-(Acetoxymethyl)-6-(((Z)-3-ethoxy-1-(3-fluorophenyl)-3-oxoprop-1-en-2-yl)oxy)tetrahydro-2H-pyran-3,4,5-triyl triacetate). The yield is 19.0%. Reaction SMILES: [C:1]([O:4][C@@H:5]1[C@@H:10]([O:11][C:12](=[O:14])[CH3:13])[C@H:9]([O:15][C:16](=[O:18])[CH3:17])[C@@H:8](O/C(/C(OCC)=O)=C\C2C=CC=CC=2F)[O:7][C@H:6]1[CH2:34][O:35][C:36](=[O:38])[CH3:37])(=[O:3])[CH3:2].[F:39][C:40]1[CH:41]=[C:42]([CH2:46][C:47](=[O:53])[C:48]([O:50][CH2:51][CH3:52])=[O:49])[CH:43]=[CH:44][CH:45]=1.[H-].[Na+].[Br-].C(O[C@@H]1[C@@H](OC(=O)C)[C@H](OC(=O)C)[C@@H](COC(=O)C)O[C@@H]1O)(=O)C>>[C:1]([O:4][C@@H:5]1[C@@H:10]([O:11][C:12](=[O:14])[CH3:13])[C@H:9]([O:15][C:16](=[O:18])[CH3:17])[C@@H:8]([O:53]/[C:47](/[C:48]([O:50][CH2:51][CH3:52])=[O:49])=[CH:46]\[C:42]2[CH:43]=[CH:44][CH:45]=[C:40]([F:39])[CH:41]=2)[O:7][C@H:6]1[CH2:34][O:35][C:36](=[O:38])[CH3:37])(=[O:3])[CH3:2] |f:2.3,4.5|. Procedure details: The title compound was prepared as described for C4 using ethyl 3-(3-fluorophenyl)-2-oxopropanoate B5 (100 mg, 0.476 mmol), sodium hydride (13 mg, 0.523 mmol) and 2,3,4,6-tetra-O-acetyl-α-D-glucose bromide (196 mg, 0.476 mmol). The compound was isolated in the form of white solid in 19% yield. Reactants: CC(C)C[Al+]CC(C)C, Cc1ccccc1, CCOC(C)=O, CCOC(=O)c1c[nH]c(-c2c(F)cccc2F)c1, [H-], [Mg+2], O=S(=O)([O-])[O-], C1CCOC1, O. Product: OCc1c[nH]c(-c2c(F)cccc2F)c1. RXN SMILES: [CH2:20]([Al+:21][CH2:22][CH:23]([CH3:24])[CH3:25])[CH:26]([CH3:27])[CH3:28].[CH3:35][c:36]1[cH:37][cH:38][cH:39][cH:40][cH:41]1.[CH3:42][CH2:43][O:44][C:45](=[O:46])[CH3:47].[F:1][c:2]1[c:3](-[c:9]2[cH:10][c:11]([C:14](=[O:15])[O:16][CH2:17][CH3:18])[cH:12][nH:13]2)[c:4]([F:8])[cH:5][cH:6][cH:7]1.[H-:19].[Mg+2:48].[O-:49][S:50](=[O:51])(=[O:52])[O-:53].[O:30]1[CH2:31][CH2:32][CH2:33][CH2:34]1.[OH2:29]>>[F:1][c:2]1[c:3](-[c:9]2[cH:10][c:11]([CH2:14][OH:15])[cH:12][nH:13]2)[c:4]([F:8])[cH:5][cH:6][cH:7]1. Reactants: C(CCC=C)Cl (4-pentenyl chloride), O1CCCC1 (tetrahydrofuran), C(CCC)[Li] (n-butyl lithium), CC(C)C1NC(OC1)=O (4-(1-methylethyl)-2-oxazolidinone), O1CCCC1 (tetrahydrofuran). The solvent is [Cl-].[NH4+] (ammonium chloride), C(C)OCC (diethyl ether), CCCCCC (hexane). Conditions: time 30 minute. The product is CC(C)[C@@H]1N(C(OC1)=O)C(CCC=C)=O ((S)-4-(1-Methylethyl)-3-(1-Oxo-4-Pentenyl)-2-Oxazolidinone). RXN SMILES: [CH3:1][CH:2]([CH:4]1[CH2:8][O:7][C:6](=[O:9])[NH:5]1)[CH3:3].C([Li])CCC.[CH2:15](Cl)[CH2:16][CH2:17][CH:18]=[CH2:19].[O:21]1CCCC1>CCCCCC.[Cl-].[NH4+].C(OCC)C>[CH3:1][CH:2]([C@H:4]1[CH2:8][O:7][C:6](=[O:9])[N:5]1[C:15](=[O:21])[CH2:16][CH2:17][CH:18]=[CH2:19])[CH3:3] |f:5.6|. Reported procedure: To a -78° C. solution of 5.0 g of 4-(1-methylethyl)-2-oxazolidinone in 80 ml of tetrahydrofuran is added, dropwise, 15.5 ml of 2.5M n-butyl lithium in hexane. After stirring for 30 minutes, a solution of 4.8 g of 4-pentenyl chloride in 30 ml of tetrahydrofuran is added, dropwise, and the resulting solution is stirred at -78° C. for 3.5 hours. The reaction is diluted with aqueous ammonium chloride and diethyl ether. The organic layer is washed with water, dried and concentrated in vacuo. The resi...